From a dataset of the Open Reaction Database (ORD), a public repository of structured organic reaction records. describe an organic reaction: reactants, conditions, products, and yield The reactants are Cl, F[B-](F)(F)F, [H+], O=N[O-], Nc1cc2ccccc2cc1C(=O)O, [Na+], O. Product: O=C(O)c1cc2ccccc2cc1F. Reaction SMILES: [ClH:25].[F:20][B-:21]([F:22])([F:23])[F:24].[H+:19].[N:15]([O-:16])=[O:17].[NH2:1][c:2]1[c:3]([C:12](=[O:13])[OH:14])[cH:4][c:5]2[cH:6][cH:7][cH:8][cH:9][c:10]2[cH:11]1.[Na+:18].[OH2:26]>>[c:2]1([F:20])[c:3]([C:12](=[O:13])[OH:14])[cH:4][c:5]2[cH:6][cH:7][cH:8][cH:9][c:10]2[cH:11]1. Reactants: Cc1cc(C)cc(-c2[nH]c3ccc(C#N)cc3c2CCNC(=O)OC(C)(C)C)c1, O=C([O-])[O-], CCO, Cl, [K+], [K+], NO. Product: Cc1cc(C)cc(-c2[nH]c3ccc(C(=N)NO)cc3c2CCNC(=O)OC(C)(C)C)c1. As a reaction SMILES: [C:1]([CH3:2])([CH3:3])([CH3:4])[O:5][C:6]([NH:7][CH2:8][CH2:9][c:10]1[c:11](-[c:21]2[cH:22][c:23]([CH3:28])[cH:24][c:25]([CH3:27])[cH:26]2)[nH:12][c:13]2[cH:14][cH:15][c:16]([C:19]#[N:20])[cH:17][c:18]12)=[O:29].[C:30](=[O:31])([O-:32])[O-:33].[CH3:39][CH2:40][OH:41].[ClH:36].[K+:34].[K+:35].[NH2:37][OH:38]>>[C:1]([CH3:2])([CH3:3])([CH3:4])[O:5][C:6]([NH:7][CH2:8][CH2:9][c:10]1[c:11](-[c:21]2[cH:22][c:23]([CH3:28])[cH:24][c:25]([CH3:27])[cH:26]2)[nH:12][c:13]2[cH:14][cH:15][c:16]([C:19](=[NH:20])[NH:37][OH:38])[cH:17][c:18]12)=[O:29].